Dataset: the Open Reaction Database (ORD), a public repository of structured organic reaction records. Task: describe an organic reaction: reactants, conditions, products, and yield Reactants: [Br-], CO, [Cl-], [K+], [Na+], Clc1cnc(SCC2CO2)nc1, O, OO. Product: O=S(CC1CO1)c1ncc(Cl)cn1. As a reaction SMILES: [Br-:17].[CH3:20][OH:21].[Cl-:15].[K+:18].[Na+:16].[O:3]1[CH:4]([CH2:5][S:6][c:7]2[n:8][cH:9][c:10]([Cl:13])[cH:11][n:12]2)[CH2:14]1.[OH2:19].[OH:1][OH:2]>>[O:1]=[S:6]([CH2:5][CH:4]1[O:3][CH2:14]1)[c:7]1[n:8][cH:9][c:10]([Cl:13])[cH:11][n:12]1. Starting materials: Cl.CN(CCCCl)C (3-dimethylaminopropyl chloride hydrochloride), [H-].[Na+] (sodium hydride), [K].C(C)N1C(=NC2=C(C1=O)C=NN2)S (5-ethyl-6-mercapto-1,5-dihydro-4H-pyrazolo[3,4-d]pyrimidin-4-one potassium), C[O-].[Na+] (sodium methoxide), ClC1=CC=C(C(=O)C2=CC=C(CBr)C=C2)C=C1 (4-(4-chlorobenzoyl)benzyl bromide). Run in CN(C)C=O (DMF). Run at temperature 60 celsius, time 1 day. The product is Cl.ClC1=CC=C(C(=O)C2=CC=C(CN3N=CC4=C3N=C(N(C4=O)CC)SCCCN(C)C)C=C2)C=C1 (1-[4-(4-Chlorobenzoyl)benzyl]-6-(3-dimethylaminopropylthio)-5-ethyl-1,5-dihydro-4H-pyrazolo[3,4-d]-pyrimidin-4-one hydrochloride), Cl.ClC1=CC=C(C(=O)C2=CC=C(CN3NC=4N=C(N(C(C4C3)=O)CC)SCCCN(C)C)C=C2)C=C1 (2-[4-(4-Chlorobenzoyl)benzyl]-6-(3-dimethylaminopropylthio)-5-ethyl-2,3-dihydro-4H-pyrazolo[3,4-d]-pyrimidin-4-one hydrochloride). RXN SMILES: [K].[CH2:2]([N:4]1[C:9](=[O:10])[C:8]2[CH:11]=[N:12][NH:13][C:7]=2[N:6]=[C:5]1[SH:14])[CH3:3].C[O-].[Na+].[ClH:18].[CH3:19][N:20]([CH3:25])[CH2:21][CH2:22][CH2:23][Cl:24].[H-].[Na+].[Cl:28][C:29]1[CH:44]=[CH:43][C:32]([C:33]([C:35]2[CH:42]=[CH:41][C:38]([CH2:39]Br)=[CH:37][CH:36]=2)=[O:34])=[CH:31][CH:30]=1>CN(C=O)C>[ClH:24].[Cl:28][C:29]1[CH:30]=[CH:31][C:32]([C:33]([C:35]2[CH:42]=[CH:41][C:38]([CH2:39][N:13]3[C:7]4[N:6]=[C:5]([S:14][CH2:23][CH2:22][CH2:21][N:20]([CH3:25])[CH3:19])[N:4]([CH2:2][CH3:3])[C:9](=[O:10])[C:8]=4[CH:11]=[N:12]3)=[CH:37][CH:36]=2)=[O:34])=[CH:43][CH:44]=1.[ClH:18].[Cl:28][C:29]1[CH:30]=[CH:31][C:32]([C:33]([C:35]2[CH:42]=[CH:41][C:38]([CH2:39][N:12]3[CH2:11][C:8]4[C:9](=[O:10])[N:4]([CH2:2][CH3:3])[C:5]([S:14][CH2:23][CH2:22][CH2:21][N:20]([CH3:25])[CH3:19])=[N:6][C:7]=4[NH:13]3)=[CH:37][CH:36]=2)=[O:34])=[CH:43][CH:44]=1 |f:0.1,2.3,4.5,6.7,10.11,12.13,^1:0|. Procedure: To a solution of 5-ethyl-6-mercapto-1,5-dihydro-4H-pyrazolo[3,4-d]pyrimidin-4-one potassium (2.0 g) in DMF (25 ml) was added 28% sodium methoxide (1.75 ml). Then, 3-dimethylaminopropyl chloride hydrochloride (1.62 g) was added and the mixture was stirred at 60° C. for 1 day. To this reaction mixture was added 60% sodium hydride (232 mg) and the mixture was stirred at room temperature for 10 minutes. Thereafter, 4-(4-chlorobenzoyl)benzyl bromide (1.778 g) was added and the reaction mixture was st... The reactants are Cc1cc2c(OCc3ccccc3)cccc2n1Cc1ccccc1, CCOC(C)=O, CO. The product is Cc1cc2c(O)cccc2n1Cc1ccccc1. Reaction SMILES: [CH2:1]([c:2]1[cH:3][cH:4][cH:5][cH:6][cH:7]1)[n:8]1[c:9]([CH3:25])[cH:10][c:11]2[c:12]([O:17][CH2:18][c:19]3[cH:20][cH:21][cH:22][cH:23][cH:24]3)[cH:13][cH:14][cH:15][c:16]12.[CH3:26][CH2:27][O:28][C:29](=[O:30])[CH3:31].[CH3:32][OH:33]>>[CH2:1]([c:2]1[cH:3][cH:4][cH:5][cH:6][cH:7]1)[n:8]1[c:9]([CH3:25])[cH:10][c:11]2[c:12]([OH:17])[cH:13][cH:14][cH:15][c:16]12.